Dataset: the Open Reaction Database (ORD), a public repository of structured organic reaction records. Task: describe an organic reaction: reactants, conditions, products, and yield Starting materials: NCCCN(CCCN)C (N,N-bis(3 -aminopropyl)methylamine), NCCN1CCN(CC1)CCN (1,4-bis(2-aminoethyl)piperazine), NCCN1CCN(CC1)CCNC1=CC=C(C=2NC3=CC=C(C=C3C(C12)=O)F)[N+](=O)[O-] (1-{2-[4-(2-aminoethyl)piperazin-1-yl]ethyl}amino-7-fluoro-4-nitro-10H-acridin-9-one), CN(CCCNC1=CC=C(C=2NC3=CC=C(C=C3C(C12)=O)F)[N+](=O)[O-])CCCN (1-{3-[methyl(3-aminopropyl)amino]propyl}amino-7-fluoro-4-nitro-10H-acridin-9-one), CN(CCCNC1=CC=C(C=2NC3=CC=C(C=C3C(C12)=O)F)[N+](=O)[O-])CCCN (1-{3-[methyl(3-aminopropyl)amino]propyl}amino-7-fluoro-4-nitro-10H-acridin-9-one). Product: NCCCN1CCN(CC1)CCCNC1=CC=C(C=2NC3=CC=C(C=C3C(C12)=O)F)[N+](=O)[O-] (1-{3-[4-(3-Aminopropyl)Piperazin-1-yl]propyl}Amino-7-fluoro-4-nitro-10H-acridin-9-one). RXN SMILES: [NH2:1][CH2:2][CH2:3][CH2:4][N:5]([CH3:10])[CH2:6][CH2:7]CN.[CH3:11][N:12](CCCN)[CH2:13][CH2:14][CH2:15][NH:16][C:17]1[C:30]2[C:29](=[O:31])[C:28]3[C:23](=[CH:24][CH:25]=[C:26]([F:32])[CH:27]=3)[NH:22][C:21]=2[C:20]([N+:33]([O-:35])=[O:34])=[CH:19][CH:18]=1.NCCN1CCN(CCN)CC1.NCCN1CCN(CCNC2C3C(=O)C4C(=CC=C(F)C=4)NC=3C([N+]([O-])=O)=CC=2)CC1>>[NH2:1][CH2:2][CH2:3][CH2:4][N:5]1[CH2:10][CH2:11][N:12]([CH2:13][CH2:14][CH2:15][NH:16][C:17]2[C:30]3[C:29](=[O:31])[C:28]4[C:23](=[CH:24][CH:25]=[C:26]([F:32])[CH:27]=4)[NH:22][C:21]=3[C:20]([N+:33]([O-:35])=[O:34])=[CH:19][CH:18]=2)[CH2:7][CH2:6]1. Procedure details: Beginning with N,N-bis(3 -aminopropyl)methylamine, 1-{3-[methyl(3-aminopropyl)amino]propyl}amino-7-fluoro-4-nitro-10H-acridin-9-one (compound 2c) is prepared by the above method. By the same method, but beginning with 1,4-bis(2-aminoethyl)piperazine, it is possible to prepare 1-{2-[4-(2-aminoethyl)piperazin-1-yl]ethyl}amino-7-fluoro-4-nitro-10H-acridin-9-one. Solvent: C(Cl)Cl (methylene chloride). The reactants are C(C(=O)Cl)(=O)Cl (oxalyl chloride), CN(C=O)C (dimethylformamide), [N+](=O)([O-])C1=CC=C(COC(=O)N2[C@@H](C[C@@H](C2)SC(C)=O)CC(=O)O)C=C1 ((2R,4S)-1-(p-Nitrobenzyloxycarbonyl)-2-carboxymethyl-4-acetylthiopyrrolidine). Procedure: (2R,4S)-1-(p-Nitrobenzyloxycarbonyl)-2-carboxymethyl-4-acetylthiopyrrolidine (148 mg) was dissolved in 2 ml of dry methylene chloride, and 0.2 ml of oxalyl chloride and a catalytic amount of dimethylformamide were added thereto, followed by stirring at room temperature for 2 hours. The reaction mixture was distilled to remove the solvent, and dry benzene was added thereto, followed by distillation of benzene. After two times repetition of the above procedure, the residue was dissolved in 2 ml of... Yields the product [N+](=O)([O-])C1=CC=C(COC(=O)N2[C@@H](C[C@@H](C2)SC(C)=O)CC(=O)OC)C=C1 ((2R,4S)-1-(p-nitrobenzyloxycarbonyl)-2-methoxycarbonylmethyl-4-acetylthiopyrrolidine). RXN SMILES: [N+:1]([C:4]1[CH:26]=[CH:25][C:7]([CH2:8][O:9][C:10]([N:12]2[CH2:16][C@@H:15]([S:17][C:18](=[O:20])[CH3:19])[CH2:14][C@H:13]2[CH2:21][C:22]([OH:24])=[O:23])=[O:11])=[CH:6][CH:5]=1)([O-:3])=[O:2].[C:27](Cl)(=O)C(Cl)=O.CN(C)C=O>C(Cl)Cl>[N+:1]([C:4]1[CH:5]=[CH:6][C:7]([CH2:8][O:9][C:10]([N:12]2[CH2:16][C@@H:15]([S:17][C:18](=[O:20])[CH3:19])[CH2:14][C@H:13]2[CH2:21][C:22]([O:24][CH3:27])=[O:23])=[O:11])=[CH:25][CH:26]=1)([O-:3])=[O:2]. Run at time 2 hour.